This data is from the Open Reaction Database (ORD), a public repository of structured organic reaction records. The task is: describe an organic reaction: reactants, conditions, products, and yield Starting materials: CCOC(C)=O, CN1CCCC1=O, O=C(Nc1ccccc1)Nc1ccc(Oc2cc(Cl)ncn2)cc1, Nc1ccccc1F, O. The product is O=C(Nc1ccccc1)Nc1ccc(Oc2cc(Nc3ccccc3F)ncn2)cc1. As a reaction SMILES: [CH3:33][CH2:34][O:35][C:36](=[O:37])[CH3:38].[CH3:40][N:41]1[CH2:42][CH2:43][CH2:44][C:45]1=[O:46].[Cl:1][c:2]1[cH:3][c:4]([O:8][c:9]2[cH:10][cH:11][c:12]([NH:15][C:16](=[O:17])[NH:18][c:19]3[cH:20][cH:21][cH:22][cH:23][cH:24]3)[cH:13][cH:14]2)[n:5][cH:6][n:7]1.[NH2:25][c:26]1[cH:27][cH:28][cH:29][cH:30][c:31]1[F:32].[OH2:39]>>[c:2]1([NH:25][c:26]2[cH:27][cH:28][cH:29][cH:30][c:31]2[F:32])[cH:3][c:4]([O:8][c:9]2[cH:10][cH:11][c:12]([NH:15][C:16](=[O:17])[NH:18][c:19]3[cH:20][cH:21][cH:22][cH:23][cH:24]3)[cH:13][cH:14]2)[n:5][cH:6][n:7]1. Starting materials: C1(CC1)N1C=C(C(C=2C=C3C(=NC12)C=C(C(=C3)F)N3CCN(CC3)C)=O)C(=O)OCC (1-cyclopropyl-3-ethoxycarbonyl-7-fluoro-8-(4-methyl-1-pip-erazinyl)-4 -oxo-1,4-dihydro-benzo[b][1,8]naphthyridine), aqueous solution, C(C)(=O)O (acetic acid). The solvent is C(C)O (ethanol), [OH-].[K+] (potassium hydroxide), O (water). Product: C1(CC1)N1C=C(C(C=2C=C3C(=NC12)C=C(C(=C3)F)N3CCN(CC3)C)=O)C(=O)O (1-cyclopropyl-7-fluoro-8-(4-methyl-1-piperazinyl)-4-oxo-1,4-dihydrobenzo[b][1,8]naphthyridine-3-carboxylic acid). Isolated yield 50.4%. RXN SMILES: [CH:1]1([N:4]2[C:13]3[N:12]=[C:11]4[CH:14]=[C:15]([N:19]5[CH2:24][CH2:23][N:22]([CH3:25])[CH2:21][CH2:20]5)[C:16]([F:18])=[CH:17][C:10]4=[CH:9][C:8]=3[C:7](=[O:26])[C:6]([C:27]([O:29]CC)=[O:28])=[CH:5]2)[CH2:3][CH2:2]1.C(O)(=O)C>C(O)C.[OH-].[K+].O>[CH:1]1([N:4]2[C:13]3[N:12]=[C:11]4[CH:14]=[C:15]([N:19]5[CH2:20][CH2:21][N:22]([CH3:25])[CH2:23][CH2:24]5)[C:16]([F:18])=[CH:17][C:10]4=[CH:9][C:8]=3[C:7](=[O:26])[C:6]([C:27]([OH:29])=[O:28])=[CH:5]2)[CH2:2][CH2:3]1 |f:3.4|. Procedure details: A suspension of 0.85 g of 1-cyclopropyl-3-ethoxycarbonyl-7-fluoro-8-(4-methyl-1-pip-erazinyl)-4 -oxo-1,4-dihydro-benzo[b][1,8]naphthyridine in 12 cm3 of ethanol, 5 cm3 of 2 N aqueous potassium hydroxide solution and 7 cm3 of water is heated at a temperature close to 80° C. for 1 hour. After adding 5.8 cm3 of a 10% aqueous solution of acetic acid, the precipitate obtained is drained and washed with 3 times 5 cm3 of water. After recrystallizing twice from a mixture of 7.5 cm3 of ethanol and 7.5 cm...